describe an organic reaction: reactants, conditions, products, and yield From a dataset of the Open Reaction Database (ORD), a public repository of structured organic reaction records. The reactants are Cl.C(C)(C)N1C=C(C2=CC=CC=C12)C(C(=O)NC1CCNCC1)=O (2-(1-Isopropyl-1H-indol-3-yl)-2-oxo-N-(piperidin-4-yl)acetamide hydrochloride), C(=O)([O-])[O-].[K+].[K+] (K2CO3), BrCCNC(OC(C)(C)C)=O (tert-butyl 2-bromoethylcarbamate). The solvent is C(C)#N (acetonitrile). Run at temperature 65 celsius, time 72 hour. The product is C(C)(C)N1C=C(C2=CC=CC=C12)C(C(=O)NC1CCN(CC1)CCNC(OC(C)(C)C)=O)=O (tert-Butyl 2-(4-(2-(1-isopropyl-1H-indol-3-yl)-2-oxoacetamido)piperidin-1-yl)ethylcarbamate). Reaction SMILES: Cl.[CH:2]([N:5]1[C:13]2[C:8](=[CH:9][CH:10]=[CH:11][CH:12]=2)[C:7]([C:14](=[O:24])[C:15]([NH:17][CH:18]2[CH2:23][CH2:22][NH:21][CH2:20][CH2:19]2)=[O:16])=[CH:6]1)([CH3:4])[CH3:3].C([O-])([O-])=O.[K+].[K+].Br[CH2:32][CH2:33][NH:34][C:35](=[O:41])[O:36][C:37]([CH3:40])([CH3:39])[CH3:38]>C(#N)C>[CH:2]([N:5]1[C:13]2[C:8](=[CH:9][CH:10]=[CH:11][CH:12]=2)[C:7]([C:14](=[O:24])[C:15]([NH:17][CH:18]2[CH2:19][CH2:20][N:21]([CH2:32][CH2:33][NH:34][C:35](=[O:41])[O:36][C:37]([CH3:40])([CH3:39])[CH3:38])[CH2:22][CH2:23]2)=[O:16])=[CH:6]1)([CH3:4])[CH3:3] |f:0.1,2.3.4|. Reported procedure: The title compound was prepared according to general procedure C described in Scheme 2. 2-(1-Isopropyl-1H-indol-3-yl)-2-oxo-N-(piperidin-4-yl)acetamide hydrochloride (200 mg, 0.64 mmol) was treated with acetonitrile (3 mL), K2CO3 (265 mg, 1.91 mmol), and tert-butyl 2-bromoethylcarbamate (266 mg, 1.28 mmol). The reaction mixture was stirred at 65° C. for 72 h and was then concentrated under reduced pressure. The crude material was purified by silica chromatography (Biotage, 0-5% MeOH/DCM, 30 min.... The reactants are N#Cc1ccc(C2CCCc3cncn32)c(Br)c1, C1CC1. Product: N#Cc1ccc(C2CCCc3cncn32)c(C2CC2)c1. RXN SMILES: [Br:1][c:2]1[cH:3][c:4]([C:5]#[N:6])[cH:7][cH:8][c:9]1[CH:10]1[CH2:11][CH2:12][CH2:13][c:14]2[n:15]1[cH:16][n:17][cH:18]2.[CH2:19]1[CH2:20][CH2:21]1>>[c:2]1([CH:19]2[CH2:20][CH2:21]2)[cH:3][c:4]([C:5]#[N:6])[cH:7][cH:8][c:9]1[CH:10]1[CH2:11][CH2:12][CH2:13][c:14]2[n:15]1[cH:16][n:17][cH:18]2. Starting materials: C(C)(=O)Cl (acetyl chloride), Cl.N1CCC(CC1)O[C@H]1C[C@@H]([C@H](CC1)C(=O)OC(C)(C)C)C(=O)OC (1-tert-butyl 2-methyl(1S,2S,4R)-4-(piperidin-4-yloxy)cyclohexane-1,2-dicarboxylate hydrochloride), CN1CCOCC1 (4-methylmorpholine). Solvent: C(C)#N (ACN), C(C)#N (acetonitrile). Reaction conditions: time 30 minute. Yields the product C(C)(=O)N1CCC(CC1)O[C@H]1C[C@@H]([C@H](CC1)C(=O)OC(C)(C)C)C(=O)OC (1-tert-butyl 2-methyl(1S,2S,4R)-4-[(1-acetylpiperidin-4-yl)oxy]cyclohexane-1,2-dicarboxylate). RXN SMILES: [C:1](Cl)(=[O:3])[CH3:2].Cl.[NH:6]1[CH2:11][CH2:10][CH:9]([O:12][C@@H:13]2[CH2:18][CH2:17][C@H:16]([C:19]([O:21][C:22]([CH3:25])([CH3:24])[CH3:23])=[O:20])[C@@H:15]([C:26]([O:28][CH3:29])=[O:27])[CH2:14]2)[CH2:8][CH2:7]1.CN1CCOCC1>C(#N)C>[C:1]([N:6]1[CH2:11][CH2:10][CH:9]([O:12][C@@H:13]2[CH2:18][CH2:17][C@H:16]([C:19]([O:21][C:22]([CH3:23])([CH3:24])[CH3:25])=[O:20])[C@@H:15]([C:26]([O:28][CH3:29])=[O:27])[CH2:14]2)[CH2:8][CH2:7]1)(=[O:3])[CH3:2] |f:1.2|. Reported procedure: A solution of acetyl chloride (24 uL, 0.00033 mol) in 0.5 ml of ACN was added to a solution of 1-tert-butyl 2-methyl(1S,2S,4R)-4-(piperidin-4-yloxy)cyclohexane-1,2-dicarboxylate hydrochloride made above (50 mg, 0.0001 mol) and 4-methylmorpholine (44 uL, 0.00040 mol) in acetonitrile (1.5 mL, 0.029 mol) at 22 Celsius. It was stirred at rt for 30 min, then quenched with Water, extracted with EA, and concentrated to give 1-tert-butyl 2-methyl(1S,2S,4R)-4-[(1-acetylpiperidin-4-yl)oxy]cyclohexane-1,2-... Starting materials: NC1=CC=2C=3N(C(N(C2C=C1)CC1=CC=CC=C1)=O)CCN3 (9-amino-5-oxo-6-benzyl-2,3,5,6-tetrahydroimidazo-[1,2-c]-quinazoline), C(CC(C)C)(=O)Cl (isovaleric acid chloride). The product is C(CC(C)C)(=O)NC1=CC=2C=3N(C(N(C2C=C1)CC1=CC=CC=C1)=O)CCN3 (9-Isovaleroylamino-5-oxo-6-benzyl-2,3,5,6-tetrahydroimidazo-[1,2-c]-quinazoline). RXN SMILES: [NH2:1][C:2]1[CH:11]=[CH:10][C:9]2[N:8]([CH2:12][C:13]3[CH:18]=[CH:17][CH:16]=[CH:15][CH:14]=3)[C:7](=[O:19])[N:6]3[CH2:20][CH2:21][N:22]=[C:5]3[C:4]=2[CH:3]=1.[C:23](Cl)(=[O:28])[CH2:24][CH:25]([CH3:27])[CH3:26]>>[C:23]([NH:1][C:2]1[CH:11]=[CH:10][C:9]2[N:8]([CH2:12][C:13]3[CH:18]=[CH:17][CH:16]=[CH:15][CH:14]=3)[C:7](=[O:19])[N:6]3[CH2:20][CH2:21][N:22]=[C:5]3[C:4]=2[CH:3]=1)(=[O:28])[CH2:24][CH:25]([CH3:27])[CH3:26]. Reported procedure: Preparation analogously to Example 37 from 9-amino-5-oxo-6-benzyl-2,3,5,6-tetrahydroimidazo-[1,2-c]-quinazoline and isovaleric acid chloride. Starting materials: O=C([O-])[O-], Cn1c(S)nnc1-c1cccs1, CC#N, COc1cccc(-c2nc(CCl)no2)c1, [K+], [K+]. Yields the product COc1cccc(-c2nc(CSc3nnc(-c4cccs4)n3C)no2)c1. RXN SMILES: [C:16](=[O:17])([O-:18])[O-:19].[CH3:22][n:23]1[c:24]([SH:33])[n:25][n:26][c:27]1-[c:28]1[s:29][cH:30][cH:31][cH:32]1.[CH3:34][C:35]#[N:36].[Cl:1][CH2:2][c:3]1[n:4][o:5][c:6](-[c:8]2[cH:9][c:10]([O:14][CH3:15])[cH:11][cH:12][cH:13]2)[n:7]1.[K+:20].[K+:21]>>[CH2:2]([c:3]1[n:4][o:5][c:6](-[c:8]2[cH:9][c:10]([O:14][CH3:15])[cH:11][cH:12][cH:13]2)[n:7]1)[S:33][c:24]1[n:23]([CH3:22])[c:27](-[c:28]2[s:29][cH:30][cH:31][cH:32]2)[n:26][n:25]1.